describe an organic reaction: reactants, conditions, products, and yield From a dataset of the Open Reaction Database (ORD), a public repository of structured organic reaction records. The reactants are CC(C)(C)OC(=O)N1CCC2C(C1)c1cc(Br)cc3c1N2CC3, COc1ccc(B(O)O)c(Cl)c1. Yields the product COc1ccc(-c2cc3c4c(c2)C2CN(C(=O)OC(C)(C)C)CCC2N4CC3)c(Cl)c1. RXN SMILES: [Br:1][c:2]1[cH:3][c:4]2[c:8]3[c:9]([cH:10]1)[CH2:11][CH2:12][N:7]3[CH:6]1[CH:5]2[CH2:16][N:15]([C:17](=[O:18])[O:19][C:20]([CH3:21])([CH3:22])[CH3:23])[CH2:14][CH2:13]1.[Cl:24][c:25]1[c:26]([B:33]([OH:34])[OH:35])[cH:27][cH:28][c:29]([O:31][CH3:32])[cH:30]1>>[c:2]1(-[c:26]2[c:25]([Cl:24])[cH:30][c:29]([O:31][CH3:32])[cH:28][cH:27]2)[cH:3][c:4]2[c:8]3[c:9]([cH:10]1)[CH2:11][CH2:12][N:7]3[CH:6]1[CH:5]2[CH2:16][N:15]([C:17](=[O:18])[O:19][C:20]([CH3:21])([CH3:22])[CH3:23])[CH2:14][CH2:13]1. The reactants are ClC=1C=C2C(=C(C(=NC2=CC1)CCl)C(=O)OCC)C1=CC=CC=C1 (ethyl 6-chloro-2-chloromethyl-4-phenylquinoline-3-carboxylate), C(C)NCC (diethylamine). Yields the product ClC=1C=C2C(=C(C(=NC2=CC1)CN(CC)CC)C(=O)OCC)C1=CC=CC=C1 (ethyl 6-chloro-2-(N,N-diethylaminomethyl)-4-phenylquinoline-3-carboxylate). As a reaction SMILES: [Cl:1][C:2]1[CH:3]=[C:4]2[C:9](=[CH:10][CH:11]=1)[N:8]=[C:7]([CH2:12]Cl)[C:6]([C:14]([O:16][CH2:17][CH3:18])=[O:15])=[C:5]2[C:19]1[CH:24]=[CH:23][CH:22]=[CH:21][CH:20]=1.[CH2:25]([NH:27][CH2:28][CH3:29])[CH3:26]>>[Cl:1][C:2]1[CH:3]=[C:4]2[C:9](=[CH:10][CH:11]=1)[N:8]=[C:7]([CH2:12][N:27]([CH2:28][CH3:29])[CH2:25][CH3:26])[C:6]([C:14]([O:16][CH2:17][CH3:18])=[O:15])=[C:5]2[C:19]1[CH:24]=[CH:23][CH:22]=[CH:21][CH:20]=1. Reported procedure: According to the same manner as that described in Example 33, ethyl 6-chloro-2-chloromethyl-4-phenylquinoline-3-carboxylate was reacted with diethylamine to give ethyl 6-chloro-2-(N,N-diethylaminomethyl)-4-phenylquinoline-3-carboxylate. This compound was recrystallized from ethanol. Colorless prisms, mp. 107°-108° C. Starting materials: O=C([O-])[O-], Cc1ccc(S(=O)(=O)n2cc(B3OC(C)(C)C(C)(C)O3)c3cc(C)cnc32)cc1, CSc1ncc(C#N)c(Cl)n1, [K+], [K+], C1COCCO1. The product is CSc1ncc(C#N)c(-c2cn(S(=O)(=O)c3ccc(C)cc3)c3ncc(C)cc23)n1. Reaction SMILES: [C:41](=[O:42])([O-:43])[O-:44].[CH3:1][c:2]1[cH:3][c:4]2[c:5]([n:6][cH:7]1)[n:8]([S:20](=[O:21])(=[O:22])[c:23]1[cH:24][cH:25][c:26]([CH3:27])[cH:28][cH:29]1)[cH:9][c:10]2[B:11]1[O:12][C:13]([CH3:14])([CH3:15])[C:16]([CH3:17])([CH3:18])[O:19]1.[Cl:30][c:31]1[n:32][c:33]([S:39][CH3:40])[n:34][cH:35][c:36]1[C:37]#[N:38].[K+:45].[K+:46].[O:47]1[CH2:48][CH2:49][O:50][CH2:51][CH2:52]1>>[CH3:1][c:2]1[cH:3][c:4]2[c:5]([n:6][cH:7]1)[n:8]([S:20](=[O:21])(=[O:22])[c:23]1[cH:24][cH:25][c:26]([CH3:27])[cH:28][cH:29]1)[cH:9][c:10]2-[c:31]1[n:32][c:33]([S:39][CH3:40])[n:34][cH:35][c:36]1[C:37]#[N:38]. Starting materials: [OH-].[Na+] (sodium hydroxide), C(C)OC(CCNC(NC1=CC=C2C=NNC2=C1)=S)=O ((lH-indazol-6-yl)thiocarbamoyl-beta-alanine ethyl ester). Solvent: CO (methanol), O (water). The product is N1N=CC2=CC=C(C=C12)NC(=S)NCCC(=O)O ((lH-indazol-6-yl)thiocarbamoyl-beta-alanine). Isolated yield 54.1%. RXN SMILES: C([O:3][C:4](=[O:20])[CH2:5][CH2:6][NH:7][C:8](=[S:19])[NH:9][C:10]1[CH:18]=[C:17]2[C:13]([CH:14]=[N:15][NH:16]2)=[CH:12][CH:11]=1)C.[OH-].[Na+]>CO.O>[NH:16]1[C:17]2[C:13](=[CH:12][CH:11]=[C:10]([NH:9][C:8]([NH:7][CH2:6][CH2:5][C:4]([OH:20])=[O:3])=[S:19])[CH:18]=2)[CH:14]=[N:15]1 |f:1.2|. Procedure details: A solution of 0.6 g (2.05 mmol) of the ester thus obtained and 0.09 g (2.36 mmol) of sodium hydroxide in 15 ml of methanol and 0.1 ml of water is left at room temperature and under agitation for 20 hr. After concentration to dryness, 10 ml of water is added to the residue is obtained. After purification by extraction with ethyl acetate (3 × 20 ml), the aqueous phase is cooled and then acidified with a 3 N hydrochloric acid solution until a pH close to 3 is obtained 0.293 g (yield 56%) of (lH-ind... The reactants are FC1=C(C=CC(=C1)I)NC1=C(C(N(C(N1C)=O)C)=O)C(=O)OC1=CC=CC=C1 (Phenyl 6-(2-fluoro-4-iodophenylamino)-1,3-dimethyl-2,4-dioxo-1,2,3,4-tetrahydropyrimidine-5-carboxylate), CC1(OC[C@H](O1)CON)C ((S)—O-((2,2-dimethyl-1,3-dioxolan-4-yl)methyl)hydroxylamine). Yields the product O[C@H](CONC(=O)C=1C(N(C(N(C1NC1=C(C=C(C=C1)I)F)C)=O)C)=O)CO ((S)—N-(2,3-Dihydroxypropoxy)-6-(2-fluoro-4-iodophenylamino)-1,3-dimethyl-2,4-dioxo-1,2,3,4-tetrahydropyrimidine-5-carboxamide). Reaction SMILES: [F:1][C:2]1[CH:7]=[C:6]([I:8])[CH:5]=[CH:4][C:3]=1[NH:9][C:10]1[N:15]([CH3:16])[C:14](=[O:17])[N:13]([CH3:18])[C:12](=[O:19])[C:11]=1[C:20](OC1C=CC=CC=1)=[O:21].CC1(C)[O:34][C@H:33]([CH2:35][O:36][NH2:37])[CH2:32][O:31]1>>[OH:34][C@@H:33]([CH2:32][OH:31])[CH2:35][O:36][NH:37][C:20]([C:11]1[C:12](=[O:19])[N:13]([CH3:18])[C:14](=[O:17])[N:15]([CH3:16])[C:10]=1[NH:9][C:3]1[CH:4]=[CH:5][C:6]([I:8])=[CH:7][C:2]=1[F:1])=[O:21]. Reported procedure: Example 37 was synthesized following a similar procedure described in the synthesis of Example 2 by treatment of compound 2A with (S)—O-((2,2-dimethyl-1,3-dioxolan-4-yl)methyl)hydroxylamine (See, Bailey et al., J. Med. Chem., 34, 1991, 51-65), followed by acid hydrolysis of the resulting material. 1H NMR (400 MHz, CDCl3) δ 7.46 (m, 2H) 6.79 (t, J=8.0 Hz, 1H) 3.89 (m, 3H) 3.66 (m, 1H) 3.55 (m, 1H) 3.31 (s, 3H) 3.02 (s, 3H). [M+H] calc'd for C16H18FIN4O6, 509; found, 509. Starting materials: BrCc1ccccc1, CC(C)(C)OC(=O)Cc1ccc(C(=O)O)cc1. The product is CC(C)(C)OC(=O)Cc1ccc(C(=O)OCc2ccccc2)cc1. As a reaction SMILES: [Br:18][CH2:19][c:20]1[cH:21][cH:22][cH:23][cH:24][cH:25]1.[C:1]([CH3:2])([CH3:3])([CH3:4])[O:5][C:6](=[O:7])[CH2:8][c:9]1[cH:10][cH:11][c:12]([C:13](=[O:14])[OH:15])[cH:16][cH:17]1>>[C:1]([CH3:2])([CH3:3])([CH3:4])[O:5][C:6](=[O:7])[CH2:8][c:9]1[cH:10][cH:11][c:12]([C:13]([O:14][CH2:19][c:20]2[cH:21][cH:22][cH:23][cH:24][cH:25]2)=[O:15])[cH:16][cH:17]1.